Dataset: the Open Reaction Database (ORD), a public repository of structured organic reaction records. Task: describe an organic reaction: reactants, conditions, products, and yield Starting materials: FC(COC1=CC=C(C=C1)C=CN1C(NCC1)=N[N+](=O)[O-])(F)F (1-{4-(2,2,2-trifluoroethoxy)phenylvinyl}-2-nitroiminoimidazolidine), CS(=O)C (dimethylsulfoxide), ClC1=NC=C(C=C1)CCl (2-chloro-5-chloromethylpyridine), C([O-])([O-])=O.[K+].[K+] (potassium carbonate). Solvent: O (water). Conditions: temperature 60 celsius, time 1 hour. The product is ClC1=NC=C(C=C1)CN1C(N(CC1)C=CC1=CC=C(C=C1)OCC(F)(F)F)=N[N+](=O)[O-] (1-(2-chloropyridin-5-ylmethyl)-2-nitroimino-3-{4-(2,2,2-trifluoroethoxy)phenylvinyl}-imidazolidine). Yield: 71.0%. As a reaction SMILES: [F:1][C:2]([F:23])([F:22])[CH2:3][O:4][C:5]1[CH:10]=[CH:9][C:8]([CH:11]=[CH:12][N:13]2[CH2:17][CH2:16][NH:15][C:14]2=[N:18][N+:19]([O-:21])=[O:20])=[CH:7][CH:6]=1.[Cl:24][C:25]1[CH:30]=[CH:29][C:28]([CH2:31]Cl)=[CH:27][N:26]=1.C(=O)([O-])[O-].[K+].[K+].CS(C)=O>O>[Cl:24][C:25]1[CH:30]=[CH:29][C:28]([CH2:31][N:15]2[CH2:16][CH2:17][N:13]([CH:12]=[CH:11][C:8]3[CH:7]=[CH:6][C:5]([O:4][CH2:3][C:2]([F:1])([F:22])[F:23])=[CH:10][CH:9]=3)[C:14]2=[N:18][N+:19]([O-:21])=[O:20])=[CH:27][N:26]=1 |f:2.3.4|. Procedure details: A mixture comprising 5.0 g of 1-{4-(2,2,2-trifluoroethoxy)phenylvinyl}-2-nitroiminoimidazolidine, 5.8 g of 2-chloro-5-chloromethylpyridine, 8.4 g of potassium carbonate and 30 ml of dimethylsulfoxide was stirred at 60° C. for one hour. The reaction mixture was poured into water, extracted with ethyl acetate, washed with water, dried (with anhydrous MgSO4) and concentrated to give an oily residue. This was purified by column chromatography (silica gel, eluent: ethyl acetate/hexane=4/1) to give 4....